Dataset: the Open Reaction Database (ORD), a public repository of structured organic reaction records. Task: describe an organic reaction: reactants, conditions, products, and yield Starting materials: CC(C)(C)OC(=O)NCCN, ClC(Cl)Cl, Clc1nc2ccccc2o1. The product is CC(C)(C)OC(=O)NCCNc1nc2ccccc2o1. As a reaction SMILES: [C:11]([CH3:12])([CH3:13])([CH3:14])[O:15][C:16]([NH:17][CH2:18][CH2:19][NH2:20])=[O:21].[CH:22]([Cl:23])([Cl:24])[Cl:25].[Cl:1][c:2]1[o:3][c:4]2[c:5]([n:6]1)[cH:7][cH:8][cH:9][cH:10]2>>[c:2]1([NH:20][CH2:19][CH2:18][NH:17][C:16]([O:15][C:11]([CH3:12])([CH3:13])[CH3:14])=[O:21])[o:3][c:4]2[c:5]([n:6]1)[cH:7][cH:8][cH:9][cH:10]2.